describe an organic reaction: reactants, conditions, products, and yield From a dataset of the Open Reaction Database (ORD), a public repository of structured organic reaction records. Starting materials: CN1CC(=CCC1)C(CC)=O (1-(1,2,5,6-tetrahydro-1-methyl-3-pyridinyl)-1-propanone), Cl.C1(=CC=CC=C1)CON (O-(phenylmethyl)hydroxylamine hydrochloride). The product is C1(=CC=CC=C1)CON=C(CC)C=1CN(CCC1)C (1-(1,2,5,6-tetrahydro-1-methyl-3-pyridinyl)-1-propanone O-(phenylmethyl)oxime), ethanedioate salt. The yield is 82.0%. As a reaction SMILES: [CH3:1][N:2]1[CH2:7][CH2:6][CH:5]=[C:4]([C:8](=O)[CH2:9][CH3:10])[CH2:3]1.Cl.[C:13]1([CH2:19][O:20][NH2:21])[CH:18]=[CH:17][CH:16]=[CH:15][CH:14]=1>>[C:13]1([CH2:19][O:20][N:21]=[C:8]([C:4]2[CH2:3][N:2]([CH3:1])[CH2:7][CH2:6][CH:5]=2)[CH2:9][CH3:10])[CH:18]=[CH:17][CH:16]=[CH:15][CH:14]=1 |f:1.2|. Procedure details: Examploying the general method of Example 5 above, but starting with 1-(1,2,5,6-tetrahydro-1-methyl-3-pyridinyl)-1-propanone and O-(phenylmethyl)hydroxylamine hydrochloride, the title compound was prepared in 82% yield and isolated as the ethanedioate salt, mp 137°-139° C. The reactants are CCOCC, Cn1c(C(F)(F)F)cc(=O)n(-c2cc(OCCO)c(Cl)cc2F)c1=O, c1ccncc1. The product is Cn1c(C(F)(F)F)cc(=O)n(-c2cc(OCCOC=O)c(Cl)cc2F)c1=O. As a reaction SMILES: [CH3:32][CH2:33][O:34][CH2:35][CH3:36].[Cl:1][c:2]1[cH:3][c:4]([F:25])[c:5](-[n:12]2[c:13](=[O:24])[n:14]([CH3:23])[c:15]([C:19]([F:20])([F:21])[F:22])[cH:16][c:17]2=[O:18])[cH:6][c:7]1[O:8][CH2:9][CH2:10][OH:11].[cH:26]1[cH:27][cH:28][n:29][cH:30][cH:31]1>>[Cl:1][c:2]1[cH:3][c:4]([F:25])[c:5](-[n:12]2[c:13](=[O:24])[n:14]([CH3:23])[c:15]([C:19]([F:20])([F:21])[F:22])[cH:16][c:17]2=[O:18])[cH:6][c:7]1[O:8][CH2:9][CH2:10][O:11][CH:33]=[O:34]. The reactants are ClC=1C=CC=2N(N1)N=C(N2)C(=O)O (6-chloro[1,2,4]triazolo[1,5-b]pyridazine-2-carboxylic acid), Cl.C(C)OC(C(C)(C)N)=O (2-aminoisobutyric acid ethyl ester hydrochloride), O (Water), C(C)N(C(C)C)C(C)C (N-ethyldiisopropylamine), N,N′-carbonyldiimidazole. The solvent is CN(C=O)C (N,N-dimethylformamide). Conditions: time 3 hour. Product: C(C)OC(C(NC(=O)C1=NN2N=C(C=CC2=N1)Cl)(C)C)=O (N-(6-chloro[1,2,4]triazolo[1,5-b]pyridazine-2-carbonyl)-2,2-dimethylglycine ethyl ester). The yield is 62.0%. As a reaction SMILES: [Cl:1][C:2]1[CH:3]=[CH:4][C:5]2[N:6]([N:8]=[C:9]([C:11]([OH:13])=O)[N:10]=2)[N:7]=1.C(N(C(C)C)C(C)C)C.Cl.[CH2:24]([O:26][C:27](=[O:32])[C:28]([NH2:31])([CH3:30])[CH3:29])[CH3:25].O>CN(C)C=O>[CH2:24]([O:26][C:27](=[O:32])[C:28]([CH3:30])([CH3:29])[NH:31][C:11]([C:9]1[N:10]=[C:5]2[N:6]([N:7]=[C:2]([Cl:1])[CH:3]=[CH:4]2)[N:8]=1)=[O:13])[CH3:25] |f:2.3|. Procedure details: 1.52 g of 6-chloro[1,2,4]triazolo[1,5-b]pyridazine-2-carboxylic acid and 1.45 ml of N-ethyldiisopropylamine were suspended in 15 ml of N,N-dimethylformamide; 1.37 g of N,N′-carbonyldiimidazole was added, followed by stirring at room temperature for 3 hours. To the reaction mixture, 1.41 g of 2-aminoisobutyric acid ethyl ester hydrochloride was added, followed by stirring at room temperature for 4 hour. Water was added, followed by extraction with ethyl acetate-tetrahydrofuran (1:1); the extract ... Reactants: C(C)(=O)N1C(C(NC(C1CC#N)=O)=CC1=CC=CC=C1)=O (1-acetyl-3-benzylidene-6-cyanomethyl-2,5-dioxopiperazine), O.NN (hydrazine monohydrate). Solvent: CN(C=O)C (dimethylformamide). Reaction conditions: time 3 hour. Yields the product C(C1=CC=CC=C1)=C1C(NC(C(N1)=O)CC#N)=O (3-benzylidene-6-cyanomethyl-2,5-dioxopiperazine). Reaction SMILES: C([N:4]1[CH:9]([CH2:10][C:11]#[N:12])[C:8](=[O:13])[NH:7][C:6](=[CH:14][C:15]2[CH:20]=[CH:19][CH:18]=[CH:17][CH:16]=2)[C:5]1=[O:21])(=O)C.O.NN>CN(C)C=O>[CH:14](=[C:6]1[NH:7][C:8](=[O:13])[CH:9]([CH2:10][C:11]#[N:12])[NH:4][C:5]1=[O:21])[C:15]1[CH:16]=[CH:17][CH:18]=[CH:19][CH:20]=1 |f:1.2|. Reported procedure: 100 ml of dimethylformamide was added to the syrup of 1-acetyl-3-benzylidene-6-cyanomethyl-2,5-dioxopiperazine and dissolved, followed by addition of 8.89 g (0.1776 mol) of hydrazine monohydrate. The solution was stirred at room temperature for 3 hours, concentrated, and the residue washed with water to obtain 4.91 g of 3-benzylidene-6-cyanomethyl-2,5-dioxopiperazine. Yield (based on N,N'-diacetyl-3-cyanomethyl-2,5-dioxopiperazine): 45.8%.